From a dataset of the Open Reaction Database (ORD), a public repository of structured organic reaction records. describe an organic reaction: reactants, conditions, products, and yield The yield is 117.5%. Solvent: C1=CC=CC=C1 (benzene). Procedure details: Commercially available N-tert-butoxycarbonyl-serine methyl ester (2.0 g, 9.122 mmol), 2,2-dimethoxypropane (1.9 g, 18.24 mmol), and pyridinium-p-toluene sulfonate (26 mg, 137 μmol) were dissolved in benzene (29 ml) and heated under reflux for 15 hours. A saturated sodium hydrogen carbonate solution was added to the reaction mixture, and the mixture was extracted with diethylether; the organic layer was subsequently washed with a saturated sodium chloride solution. The washed product was then dri... The reactants are COC([C@@H](NC(=O)OC(C)(C)C)CO)=O (N-tert-butoxycarbonyl-serine methyl ester), COC(C)(C)OC (2,2-dimethoxypropane), C(O)([O-])=O.[Na+] (sodium hydrogen carbonate). RXN SMILES: [CH3:1][O:2][C:3](=[O:15])[C@H:4]([CH2:13][OH:14])[NH:5][C:6]([O:8][C:9]([CH3:12])([CH3:11])[CH3:10])=[O:7].CO[C:18](OC)([CH3:20])[CH3:19].C(=O)([O-])O.[Na+]>C1C=CC=CC=1.C1(C)C=CC(S([O-])(=O)=O)=CC=1.[NH+]1C=CC=CC=1>[CH3:19][C:18]1([CH3:20])[N:5]([C:6]([O:8][C:9]([CH3:12])([CH3:10])[CH3:11])=[O:7])[CH:4]([C:3]([O:2][CH3:1])=[O:15])[CH2:13][O:14]1 |f:2.3,5.6|. Yields the product CC1(OCC(N1C(=O)OC(C)(C)C)C(=O)OC)C (3-tert-butyl 4-methyl 2,2-dimethyloxazolidine-3,4-dicarboxylate). The reagents and catalysts are C1(=CC=C(C=C1)S(=O)(=O)[O-])C.[NH+]1=CC=CC=C1 (pyridinium-p-toluene sulfonate). The reactants are [Al+3], COC(=O)C1CC(O[Si](C)(C)C(C)(C)C)CN1C(=O)OC(C)(C)C, [H-], [H-], [H-], [H-], [Li+], [Na+], C1CCOC1, [OH-], O. Product: CC(C)(C)OC(=O)N1CC(O[Si](C)(C)C(C)(C)C)CC1CO. RXN SMILES: [Al+3:26].[C:1]([CH3:2])([CH3:3])([CH3:4])[Si:5]([O:6][CH:7]1[CH2:8][CH:9]([C:19](=[O:20])[O:21][CH3:22])[N:10]([C:12](=[O:13])[O:14][C:15]([CH3:16])([CH3:17])[CH3:18])[CH2:11]1)([CH3:23])[CH3:24].[H-:25].[H-:28].[H-:29].[H-:30].[Li+:27].[Na+:33].[O:34]1[CH2:35][CH2:36][CH2:37][CH2:38]1.[OH-:32].[OH2:31]>>[C:1]([CH3:2])([CH3:3])([CH3:4])[Si:5]([O:6][CH:7]1[CH2:8][CH:9]([CH2:19][OH:20])[N:10]([C:12](=[O:13])[O:14][C:15]([CH3:16])([CH3:17])[CH3:18])[CH2:11]1)([CH3:23])[CH3:24]. The reactants are C=CC, CCC, c1ccccc1. Yields the product CC(C)c1ccccc1. Reaction SMILES: [CH2:4]=[CH:5][CH3:6].[CH3:1][CH2:2][CH3:3].[cH:7]1[cH:8][cH:9][cH:10][cH:11][cH:12]1>>[CH3:1][CH:2]([CH3:3])[c:7]1[cH:8][cH:9][cH:10][cH:11][cH:12]1.